From a dataset of the Open Reaction Database (ORD), a public repository of structured organic reaction records. describe an organic reaction: reactants, conditions, products, and yield Reactants: ClCCl (dichloromethane), C([O-])([O-])=O.[Na+].[Na+] (Sodium carbonate), C(C)(=O)C1=C(C(=C(C#N)C(=C1)C)I)OCC (4-acetyl-3-ethoxy-2-iodo-6-methylbenzonitrile), CN(C(=O)C1=CC=C(C=N1)B(O)O)C ({6-[(dimethylamino)carbonyl]pyridin-3-yl}boronic acid). The reagents and catalysts are C1=CC=C(C=C1)P([C-]2C=CC=C2)C3=CC=CC=C3.C1=CC=C(C=C1)P([C-]2C=CC=C2)C3=CC=CC=C3.Cl[Pd]Cl.[Fe+2] ([1,1′-bis(diphenylphosphino)ferrocene]dichloropalladium(II)). Run in O (water), C(C)#N (acetonitrile). Run at temperature 100 celsius. The product is C(C)(=O)C=1C(=C(C(=C(C1)C)C#N)C=1C=CC(=NC1)C(=O)N(C)C)OCC (5-(3-acetyl-6-cyano-2-ethoxy-5-methylphenyl)-N,N-dimethylpyridine-2-carboxamide). The yield is 74.4%. Reaction SMILES: C(=O)([O-])[O-].[Na+].[Na+].[C:7]([C:10]1[CH:17]=[C:16]([CH3:18])[C:13]([C:14]#[N:15])=[C:12](I)[C:11]=1[O:20][CH2:21][CH3:22])(=[O:9])[CH3:8].[CH3:23][N:24]([CH3:36])[C:25]([C:27]1[N:32]=[CH:31][C:30](B(O)O)=[CH:29][CH:28]=1)=[O:26].ClCCl>O.C(#N)C.C1C=CC(P(C2C=CC=CC=2)[C-]2C=CC=C2)=CC=1.C1C=CC(P(C2C=CC=CC=2)[C-]2C=CC=C2)=CC=1.Cl[Pd]Cl.[Fe+2]>[C:7]([C:10]1[C:11]([O:20][CH2:21][CH3:22])=[C:12]([C:30]2[CH:29]=[CH:28][C:27]([C:25]([N:24]([CH3:36])[CH3:23])=[O:26])=[N:32][CH:31]=2)[C:13]([C:14]#[N:15])=[C:16]([CH3:18])[CH:17]=1)(=[O:9])[CH3:8] |f:0.1.2,8.9.10.11|. Procedure details: Sodium carbonate (3 g, 30 mmol) in water (20 mL) was added to a mixture of 4-acetyl-3-ethoxy-2-iodo-6-methylbenzonitrile (3 g, 9 mmol) and {6-[(dimethylamino)carbonyl]pyridin-3-yl}boronic acid (1700 mg, 8.8 mmol, Example 313, Step 2) in acetonitrile (100 mL). The mixture was degassed with nitrogen and [1,1′-bis(diphenylphosphino)ferrocene]dichloropalladium(II), complex with dichloromethane (1:1) (400 mg, 0.4 mmol) was added. The reaction was degassed again with nitrogen and was heated to 100° C.... Starting materials: carboxylic acids, ClC=1C(N(N=CC1NCC1=CC=C(C=C1)C(=O)O)C(C)(C)C)=O (4-chloro-5-(4-carboxybenzylamino)-2-t-butyl-3(2H)pyridazinone), S(=O)(=O)(OCC)OCC (diethyl sulfate). The product is ClC=1C(N(N=CC1NCC1=CC=C(C=C1)C(=O)OC)C(C)(C)C)=O (4-Chloro-5-(4-methoxycarbonylbenzylamino)-2-t-butyl-3-(2H)pyridazinone). As a reaction SMILES: [Cl:1][C:2]1[C:3](=[O:23])[N:4]([C:19]([CH3:22])([CH3:21])[CH3:20])[N:5]=[CH:6][C:7]=1[NH:8][CH2:9][C:10]1[CH:15]=[CH:14][C:13]([C:16]([OH:18])=[O:17])=[CH:12][CH:11]=1.S(OCC)(O[CH2:28]C)(=O)=O>>[Cl:1][C:2]1[C:3](=[O:23])[N:4]([C:19]([CH3:20])([CH3:22])[CH3:21])[N:5]=[CH:6][C:7]=1[NH:8][CH2:9][C:10]1[CH:11]=[CH:12][C:13]([C:16]([O:18][CH3:28])=[O:17])=[CH:14][CH:15]=1. Reported procedure: The compounds as identified in Table 12 were prepared in the synthetic manner and after-treatment similar to those in Example 5 except that the carboxylic acids with Y1, Y2, Y3, R1, R2 and R3 as identified in Table 12 were used instead of the starting 4-chloro-5-(4-carboxybenzylamino)-2-t-butyl-3(2H)pyridazinone used in Example 5. For the preparation of Compound No. 52, diethyl sulfate was used as an esterifying agent. In the NMR data, only the characteristic absorptions are given in Table 12.